Dataset: the Open Reaction Database (ORD), a public repository of structured organic reaction records. Task: describe an organic reaction: reactants, conditions, products, and yield Reactants: BrC=1C(=NC=C(C(=O)NC2=CC=C(C=C2)OC(F)(F)F)C1)N1CCCC1 (5-bromo-6-(pyrrolidin-1-yl)-N-(4-(trifluoromethoxy)phenyl)nicotinamide), N1=CN=CC(=C1)B(O)O (pyrimidin-5-ylboronic acid). The product is N1=CN=CC(=C1)C=1C(=NC=C(C(=O)NC2=CC=C(C=C2)OC(F)(F)F)C1)N1CCCC1 (5-(Pyrimidin-5-yl)-6-(pyrrolidin-1-yl)-N-(4-(trifluoromethoxy)phenyl)nicotinamide). As a reaction SMILES: Br[C:2]1[C:3]([N:22]2[CH2:26][CH2:25][CH2:24][CH2:23]2)=[N:4][CH:5]=[C:6]([CH:21]=1)[C:7]([NH:9][C:10]1[CH:15]=[CH:14][C:13]([O:16][C:17]([F:20])([F:19])[F:18])=[CH:12][CH:11]=1)=[O:8].[N:27]1[CH:32]=[C:31](B(O)O)[CH:30]=[N:29][CH:28]=1>>[N:27]1[CH:32]=[C:31]([C:2]2[C:3]([N:22]3[CH2:26][CH2:25][CH2:24][CH2:23]3)=[N:4][CH:5]=[C:6]([CH:21]=2)[C:7]([NH:9][C:10]2[CH:15]=[CH:14][C:13]([O:16][C:17]([F:20])([F:19])[F:18])=[CH:12][CH:11]=2)=[O:8])[CH:30]=[N:29][CH:28]=1. Procedure details: The title compound was prepared in an analogous fashion to that described in Example 66 using 5-bromo-6-(pyrrolidin-1-yl)-N-(4-(trifluoromethoxy)phenyl)nicotinamide (Stage 67.1) and pyrimidin-5-ylboronic acid to afford a white solid. UPLC-MS (Condition 3) tR=1.07 min, m/z=430.4 [M+H]+, m/z=428.3 [M−H]−; 1H-NMR (400 MHz, DMSO-d6) δ ppm 1.68-1.94 (m, 4H) 3.15 (t, J=6.15 Hz, 4H) 7.37 (d, J=8.78 Hz, 2H) 7.86 (d, J=8.91 Hz, 2H) 8.11 (d, J=2.01 Hz, 1H) 8.80 (d, J=1.88 Hz, 1H) 8.90 (s, 2H) 9.20 (s, 1H)... The reactants are C=CCCCCCC(CCCC(F)(F)C(F)(F)C(F)(F)C(F)(F)F)C(=O)OCC, CC1(c2ccc(O)cc2)CSc2cc(O)ccc2C1CCCCCCCCC(CCC(F)(F)C(F)(F)C(F)(F)C(F)(F)F)C(=O)O. Yields the product CC1(c2ccc(O)cc2)CSc2cc(O)ccc2C1CCCCCCCCC(CCCC(F)(F)C(F)(F)C(F)(F)C(F)(F)F)C(=O)O. RXN SMILES: [F:47][C:48]([CH2:49][CH2:50][CH2:51][CH:52]([CH2:53][CH2:54][CH2:55][CH2:56][CH2:57][CH:58]=[CH2:59])[C:60]([O:61][CH2:62][CH3:63])=[O:64])([C:65]([C:66]([C:67]([F:68])([F:69])[F:70])([F:71])[F:72])([F:73])[F:74])[F:75].[OH:1][c:2]1[cH:3][cH:4][c:5]2[c:10]([cH:11]1)[S:9][CH2:8][C:7]([CH3:12])([c:13]1[cH:14][cH:15][c:16]([OH:19])[cH:17][cH:18]1)[CH:6]2[CH2:20][CH2:21][CH2:22][CH2:23][CH2:24][CH2:25][CH2:26][CH2:27][CH:28]([C:29](=[O:30])[OH:31])[CH2:32][CH2:33][C:34]([F:35])([F:36])[C:37]([F:38])([F:39])[C:40]([F:41])([F:42])[C:43]([F:44])([F:45])[F:46]>>[OH:1][c:2]1[cH:3][cH:4][c:5]2[c:10]([cH:11]1)[S:9][CH2:8][C:7]([CH3:12])([c:13]1[cH:14][cH:15][c:16]([OH:19])[cH:17][cH:18]1)[CH:6]2[CH2:20][CH2:21][CH2:22][CH2:23][CH2:24][CH2:25][CH2:26][CH2:27][CH:28]([C:29](=[O:30])[OH:31])[CH2:32][CH2:33][CH2:49][C:48]([F:47])([C:65]([C:66]([C:67]([F:68])([F:69])[F:70])([F:71])[F:72])([F:73])[F:74])[F:75]. Reactants: C12(CC3CC(CC(C1)C3)C2)NC2=NC(=NC(=C2)Cl)Cl (4-(1-adamantylamino)-2,6-dichloropyrimidine), NC12CC3CC(CC(C1)C3)C2 (1-aminoadamantane). The solvent is C(CCC)O (n-butanol). Reaction conditions: time 75 hour. Product: C12(CC3CC(CC(C1)C3)C2)NC2=NC(=CC(=N2)NC23CC1CC(CC(C2)C1)C3)Cl (2,4-Bis(1-adamantylamino)-6-chloropyrimidine). Reaction SMILES: [C:1]12([NH:11][C:12]3[CH:17]=[C:16]([Cl:18])[N:15]=[C:14](Cl)[N:13]=3)[CH2:10][CH:5]3[CH2:6][CH:7]([CH2:9][CH:3]([CH2:4]3)[CH2:2]1)[CH2:8]2.[NH2:20][C:21]12[CH2:30][CH:25]3[CH2:26][CH:27]([CH2:29][CH:23]([CH2:24]3)[CH2:22]1)[CH2:28]2>C(O)CCC>[C:21]12([NH:20][C:14]3[N:13]=[C:12]([NH:11][C:1]45[CH2:2][CH:3]6[CH2:4][CH:5]([CH2:6][CH:7]([CH2:9]6)[CH2:8]4)[CH2:10]5)[CH:17]=[C:16]([Cl:18])[N:15]=3)[CH2:22][CH:23]3[CH2:29][CH:27]([CH2:26][CH:25]([CH2:24]3)[CH2:30]1)[CH2:28]2. Procedure details: 26.0 g (87.25 mmoles) of 4-(1-adamantylamino)-2,6-dichloropyrimidine and 39.5 g (261.6 mmoles) of 1-aminoadamantane are dissolved in 200 ml of n-butanol, the reaction mixture is boiled for 75 hours and evaporated. The residue is suspended in 400 ml of ether and filtered. The filtered substance is chromatographed after drying on a silica gel column by using chloroform as eluent. The substance obtained is a mixture of the title isomers. The isomers are separated on a silica gel column by using as ... Reactants: FC(F)=C(F)CCBr, CCO, [NH4+], N#C[S-]. The product is N#CSCCC(F)=C(F)F. Reaction SMILES: [Br:5][CH2:6][CH2:7][C:8](=[C:9]([F:10])[F:11])[F:12].[CH3:13][CH2:14][OH:15].[NH4+:4].[S-:1][C:2]#[N:3]>>[S:1]([C:2]#[N:3])[CH2:6][CH2:7][C:8](=[C:9]([F:10])[F:11])[F:12].